From a dataset of the Open Reaction Database (ORD), a public repository of structured organic reaction records. describe an organic reaction: reactants, conditions, products, and yield The reactants are C17 -C19 unsaturated fatty acid, C(C)(C)O (isopropyl alcohol), α-hydro-Ω-hydroxy-poly(oxyethylene)poly(oxypropylene)poly(oxyethylene), C(C(C)O)O (propylene glycol), ( I ), OCC(=O)[C@@H](O)[C@H](O)[C@H](O)CO (fructose), aqueous solution, OC1=CC=C(C(=O)OCCC)C=C1 (propyl p-hydroxybenzoate), C7 -C17 saturated fatty acid, fatty acids. The solvent is O (water). Yields the product COC(=O)C=1C=CC(=CC1)O (methyl p-hydroxybenzoate). Isolated yield 0.2%. RXN SMILES: [OH:1][C:2]1[CH:13]=[CH:12][C:5]([C:6]([O:8][CH2:9]CC)=[O:7])=[CH:4][CH:3]=1.C(O)C(O)C.OCC([C@H]([C@@H]([C@@H](CO)O)O)O)=O.C(O)(C)C>O>[CH3:9][O:8][C:6]([C:5]1[CH:4]=[CH:3][C:2]([OH:1])=[CH:13][CH:12]=1)=[O:7]. Procedure details: A method for the preparation of an insecticidal gel composition comprising, admixing at 25° C. to 95° C. on a weight basis 14% to 22% of the gellant α-hydro-Ω-hydroxy-poly(oxyethylene)poly(oxypropylene)poly(oxyethylene) block copolymer having an average molecular weight 12,500, mp 56° C., Brookfield viscosity of 3100 at 77° C., surface tension of a 0.1% aqueous solution: 40.6 dynes/cm; 0.15% to 0.5% propyl p-hydroxybenzoate; 0% to 30% propylene glycol; 0.5% to 6% of a C17 -C19 unsaturated fatty ... The reactants are FB(F)F, CCOCC, Cc1coc(C)c1, O=C(OC(=O)C(Cl)Cl)C(Cl)Cl, CC(Cl)Cl, O=C(O)CCCc1cccs1. The product is Cc1cc(C)c(C(=O)CCCc2cccs2)o1. As a reaction SMILES: [B:35]([F:36])([F:37])[F:38].[CH2:30]([O:31][CH2:32][CH3:33])[CH3:34].[CH3:23][c:24]1[cH:25][o:26][c:27]([CH3:29])[cH:28]1.[Cl:12][CH:13]([Cl:14])[C:15]([O:16][C:17](=[O:18])[CH:19]([Cl:20])[Cl:21])=[O:22].[Cl:39][CH:40]([Cl:41])[CH3:42].[s:1]1[c:2]([CH2:6][CH2:7][CH2:8][C:9](=[O:10])[OH:11])[cH:3][cH:4][cH:5]1>>[s:1]1[c:2]([CH2:6][CH2:7][CH2:8][C:9](=[O:11])[c:25]2[c:24]([CH3:23])[cH:28][c:27]([CH3:29])[o:26]2)[cH:3][cH:4][cH:5]1. Reactants: C(#N)C1=C(C2=C(O1)C(=C(C=C2)OC)OC(C)=O)C(C2=CC(=C(C(=C2)OC)OC)OC)=O (2-cyano-7-acetoxy-6-methoxy-3-(3,4,5-trimethoxybenzoyl)-benzo[b]furan), [N-]=[N+]=[N-].[Na+] (sodium azide), [N-]=[N+]=[N-].[Na+] (sodium azide). The solvent is CN(C)C=O (DMF). Run at temperature 110 celsius, time 4 hour. Product: OC1=C(C=CC2=C1OC(=C2C(C2=CC(=C(C(=C2)OC)OC)OC)=O)C=2N=NNN2)OC (7-Hydroxy-6-methoxy-2-(2H-tetrazol-5-yl)-3-(3,4,5-trimethoxybenzoyl)-benzo[b]furan). Reaction SMILES: [C:1]([C:3]1[O:7][C:6]2[C:8]([O:14]C(=O)C)=[C:9]([O:12][CH3:13])[CH:10]=[CH:11][C:5]=2[C:4]=1[C:18](=[O:31])[C:19]1[CH:24]=[C:23]([O:25][CH3:26])[C:22]([O:27][CH3:28])=[C:21]([O:29][CH3:30])[CH:20]=1)#[N:2].[N-:32]=[N+:33]=[N-:34].[Na+]>CN(C=O)C>[OH:14][C:8]1[C:6]2[O:7][C:3]([C:1]3[N:2]=[N:32][NH:33][N:34]=3)=[C:4]([C:18](=[O:31])[C:19]3[CH:20]=[C:21]([O:29][CH3:30])[C:22]([O:27][CH3:28])=[C:23]([O:25][CH3:26])[CH:24]=3)[C:5]=2[CH:11]=[CH:10][C:9]=1[O:12][CH3:13] |f:1.2|. Reported procedure: Mixture of 2-cyano-7-acetoxy-6-methoxy-3-(3,4,5-trimethoxybenzoyl)-benzo[b]furan (15 mg, 0.04 mmol) ammonium chloride (11 mg, 0.2 mmol) and sodium azide (13 mg, 0.2 mmol) in dry DMF (400 μL) was stirred at 110° C. for 4 hours. More sodium azide (15 mg, 0.23 mmol) was added and stirring was continued for 1 hour (tlc), quenched with saturated ammonium chloride solution and extracted with ethyl-acetate (10 mL×2). The organic layer was dried over magnesium sulfate and solvent was distilled and the c... The reactants are CCO, CCCCCCCCCCCCCCOc1ccc(C(=O)OC)cc1C(C)(C)C, CO, ClC(Cl)Cl, Cl, [K+], [OH-], O. Product: CCCCCCCCCCCCCCOc1ccc(C(=O)O)cc1C(C)(C)C. RXN SMILES: [CH2:39]([OH:40])[CH3:41].[CH3:1][O:2][C:3]([c:4]1[cH:5][c:6]([C:25]([CH3:26])([CH3:27])[CH3:28])[c:7]([O:10][CH2:11][CH2:12][CH2:13][CH2:14][CH2:15][CH2:16][CH2:17][CH2:18][CH2:19][CH2:20][CH2:21][CH2:22][CH2:23][CH3:24])[cH:8][cH:9]1)=[O:29].[CH3:37][OH:38].[CH:33]([Cl:34])([Cl:35])[Cl:36].[ClH:32].[K+:31].[OH-:30].[OH2:42]>>[O:2]=[C:3]([c:4]1[cH:5][c:6]([C:25]([CH3:26])([CH3:27])[CH3:28])[c:7]([O:10][CH2:11][CH2:12][CH2:13][CH2:14][CH2:15][CH2:16][CH2:17][CH2:18][CH2:19][CH2:20][CH2:21][CH2:22][CH2:23][CH3:24])[cH:8][cH:9]1)[OH:29]. Reactants: ClC(Cl)Cl, O, O=[N+]([O-])O, O=c1cc(O)c2ccc(O)cc2o1. Product: O=c1oc2cc(O)ccc2c(O)c1[N+](=O)[O-]. RXN SMILES: [CH:19]([Cl:20])([Cl:21])[Cl:22].[OH2:5].[OH:1][N+:2]([O-:3])=[O:4].[OH:6][c:7]1[cH:8][c:9](=[O:18])[o:10][c:11]2[cH:12][c:13]([OH:17])[cH:14][cH:15][c:16]12>>[O-:1][N+:2](=[O:4])[c:8]1[c:7]([OH:6])[c:16]2[c:11]([o:10][c:9]1=[O:18])[cH:12][c:13]([OH:17])[cH:14][cH:15]2. The reactants are CC(C#C)(C)O (3-Methyl-1-butyn-3-ol), C1(=CC=C(C=C1)S(=O)(=O)O)C (p-toluenesulphonic acid), O1CCCC=C1 (dihydropyran). Conditions: time 40 hour. Product: O1C(CCCC1)OC(C#C)(C)C (3-methyl-1-butyn-3-yl tetrahydropyranyl ether). RXN SMILES: [CH3:1][C:2]([OH:6])([CH3:5])[C:3]#[CH:4].C1(C)C=CC(S(O)(=O)=O)=CC=1.[O:18]1[CH:23]=[CH:22][CH2:21][CH2:20][CH2:19]1>>[O:18]1[CH2:23][CH2:22][CH2:21][CH2:20][CH:19]1[O:6][C:2]([CH3:5])([CH3:1])[C:3]#[CH:4]. Procedure details: 3-Methyl-1-butyn-3-ol (25 ml, 21.7 g), dihydropyran (50 ml) and p-toluenesulphonic acid (5 mg) were mixed together at 0° C. for 1 hr, and then stirred at room temperature for a further 40 hr. The mixture was concentrated and the reside added to 5% aqueous NaHCO3 and extracted with benzene. The organic solution was dried to give after distillation 37.3 g (86%) of the title ether. b.p. 47° C./0.8 mm Hg (lit. 30°-33° C./ 0.5 mm50 ; 57° C./3.5mm170); 1Hnmr δ 5.6 (m, THP C-2'H), 2.45 (s. C-1H), 1.51 ...